Dataset: the Open Reaction Database (ORD), a public repository of structured organic reaction records. Task: describe an organic reaction: reactants, conditions, products, and yield Reactants: CC(C(=O)O)(CC(N1CCN(CCC1)C1=CC=C(C=C1)NC(=O)C=1N=C(OC1C(F)(F)F)C1=CC=CC=C1)=O)C (2,2-dimethyl-4-oxo-4-(4-{4-[(2-phenyl-5-trifluoromethyl-oxazole-4-carbonyl)-amino]-phenyl}-[1,4]diazepan-1-yl)-butyric acid), C1(CCCC1)C(=O)O (cyclopentanecarboxylic acid), Cl.N1(CCNCCC1)C1=CC=C(C=N1)NC(=O)C=1N=C(OC1C(F)(F)F)C1=CC=CC=C1 (2-phenyl-5-trifluoromethyl-oxazole-4-carboxylic acid (6-[1,4]diazepan-1-yl-pyridin-3-yl)-amide hydrochloride), C1(OC(CC12CCCC2)=O)=O (2-oxa-spiro[4.4]nonane-1,3-dione). The product is O=C(CC1(CCCC1)C(=O)O)N1CCN(CCC1)C1=NC=C(C=C1)NC(=O)C=1N=C(OC1C(F)(F)F)C1=CC=CC=C1 (1-[2-Oxo-2-(4-{5-[(2-phenyl-5-trifluoromethyl-oxazole-4-carbonyl)-amino]-pyridin-2-yl}-[1,4]diazepan-1-yl)-ethyl]-cyclopentanecarboxylic acid). RXN SMILES: CC(C)(CC(=O)N1CCCN(C2C=CC(NC(C3N=C(C4C=CC=CC=4)OC=3C(F)(F)F)=O)=CC=2)CC1)C(O)=O.C1(C(O)=O)CCCC1.Cl.[N:50]1([C:57]2[N:62]=[CH:61][C:60]([NH:63][C:64]([C:66]3[N:67]=[C:68]([C:75]4[CH:80]=[CH:79][CH:78]=[CH:77][CH:76]=4)[O:69][C:70]=3[C:71]([F:74])([F:73])[F:72])=[O:65])=[CH:59][CH:58]=2)[CH2:56][CH2:55][CH2:54][NH:53][CH2:52][CH2:51]1.[C:81]1(=[O:91])[C:85]2([CH2:89][CH2:88][CH2:87][CH2:86]2)[CH2:84][C:83](=[O:90])[O:82]1>>[O:90]=[C:83]([N:53]1[CH2:54][CH2:55][CH2:56][N:50]([C:57]2[CH:58]=[CH:59][C:60]([NH:63][C:64]([C:66]3[N:67]=[C:68]([C:75]4[CH:80]=[CH:79][CH:78]=[CH:77][CH:76]=4)[O:69][C:70]=3[C:71]([F:72])([F:74])[F:73])=[O:65])=[CH:61][N:62]=2)[CH2:51][CH2:52]1)[CH2:84][C:85]1([C:81]([OH:91])=[O:82])[CH2:89][CH2:88][CH2:87][CH2:86]1 |f:2.3|. Procedure details: With a method similar to that used for the preparation of 2,2-dimethyl-4-oxo-4-(4-{4-[(2-phenyl-5-trifluoromethyl-oxazole-4-carbonyl)-amino]-phenyl}-[1,4]diazepan-1-yl)-butyric acid, 1-[2-Oxo-2-(4-{5-(2-phenyl-5-trifluoromethyl-oxazole-4-carbonyl)-amino]-pyridin-2-yl}-[1,4]diazepan-1-yl)-ethyl]-cyclopentanecarboxylic acid was prepared from 2-phenyl-5-trifluoromethyl-oxazole-4-carboxylic acid (6-[1,4]diazepan-1-yl-pyridin-3-yl)-amide hydrochloride and 2-oxa-spiro[4.4]nonane-1,3-dione. LCMS for C2... Reactants: CN(C(C1=CC(=C(C=C1)Cl)S(N)(=O)=O)=O)CC1=CC=CC=C1 (4-chloro-3-sulfamoylbenzoic acid-N-methylbenzylamide), CN1CCNCC1 (N-methylpiperazine), O (water). Run in C(C)(=O)O (acetic acid). Conditions: time 2 day. Product: CN(C(C1=CC(=C(C=C1)N1CCN(CC1)C)S(N)(=O)=O)=O)CC1=CC=CC=C1 (4-(4-Methylpiperazine-1-yl)-3-sulfamoylbenzoic acid-N-methylbenzylamide). As a reaction SMILES: [CH3:1][N:2]([CH2:16][C:17]1[CH:22]=[CH:21][CH:20]=[CH:19][CH:18]=1)[C:3](=[O:15])[C:4]1[CH:9]=[CH:8][C:7](Cl)=[C:6]([S:11](=[O:14])(=[O:13])[NH2:12])[CH:5]=1.[CH3:23][N:24]1[CH2:29][CH2:28][NH:27][CH2:26][CH2:25]1.O>C(O)(=O)C>[CH3:1][N:2]([CH2:16][C:17]1[CH:22]=[CH:21][CH:20]=[CH:19][CH:18]=1)[C:3](=[O:15])[C:4]1[CH:9]=[CH:8][C:7]([N:27]2[CH2:28][CH2:29][N:24]([CH3:23])[CH2:25][CH2:26]2)=[C:6]([S:11](=[O:14])(=[O:13])[NH2:12])[CH:5]=1. Procedure details: 33.8 Grams of 4-chloro-3-sulfamoylbenzoic acid-N-methylbenzylamide (0.1 mole) were heated with 80 ml of N-methylpiperazine for 4 hours under reflux. Subsequently the solution was introduced into 0.4 l of water, the pH value of the mixture was adjusted to 9.0 by means of glacial acetic acid, and the mixture was then allowed to stand for 2 days at room temperature. The crystalline precipitate was separated and was recrystallized from a mixture of ethanol and water. Reactants: Cc1cc(C)cc(Oc2[nH]c(=O)[nH]c(=O)c2C(C)C)c1, ClCn1nnc2ccccc21. Yields the product Cc1cc(C)cc(Oc2c(C(C)C)c(=O)[nH]c(=O)n2Cn2nnc3ccccc32)c1. RXN SMILES: [CH:1]([CH3:2])([CH3:3])[c:4]1[c:5](=[O:20])[nH:6][c:7](=[O:19])[nH:8][c:9]1[O:10][c:11]1[cH:12][c:13]([CH3:18])[cH:14][c:15]([CH3:17])[cH:16]1.[Cl:21][CH2:22][n:23]1[n:24][n:25][c:26]2[c:27]1[cH:28][cH:29][cH:30][cH:31]2>>[CH:1]([CH3:2])([CH3:3])[c:4]1[c:5](=[O:20])[nH:6][c:7](=[O:19])[n:8]([CH2:22][n:23]2[n:24][n:25][c:26]3[c:27]2[cH:28][cH:29][cH:30][cH:31]3)[c:9]1[O:10][c:11]1[cH:12][c:13]([CH3:18])[cH:14][c:15]([CH3:17])[cH:16]1. Starting materials: C(C)(C)(C)OC(=O)N1CCN(CC1)C1=C(C=C(C=C1)N1C[C@H](O[C@H](C1)C)C)C1CCC(CC1)(C)C (cis-4-[2-(4,4-dimethylcyclohexyl)-4-(2,6-dimethylmorpholin-4-yl)phenyl]piperazine-1-carboxylic acid t-butyl ester), C(C)(=O)OCC (ethyl acetate), solution, Cl (hydrogen chloride), C(C)(=O)OCC (ethyl acetate), C([O-])([O-])=O.[Na+].[Na+] (sodium carbonate). The solvent is ClCCl (dichloromethane), O (water), ClCCl (Dichloromethane). Yields the product CC1(CCC(CC1)C=1C=C(C=CC1N1CCNCC1)N1C[C@H](O[C@H](C1)C)C)C (cis-4-[3-(4,4-Dimethylcyclohexyl)-4-piperazin-1-ylphenyl]-2,6-dimethylmorpholine). The yield is 87.9%. Reaction SMILES: C(OC([N:8]1[CH2:13][CH2:12][N:11]([C:14]2[CH:19]=[CH:18][C:17]([N:20]3[CH2:25][C@H:24]([CH3:26])[O:23][C@H:22]([CH3:27])[CH2:21]3)=[CH:16][C:15]=2[CH:28]2[CH2:33][CH2:32][C:31]([CH3:35])([CH3:34])[CH2:30][CH2:29]2)[CH2:10][CH2:9]1)=O)(C)(C)C.C(OCC)(=O)C.Cl.C(=O)([O-])[O-].[Na+].[Na+]>O.ClCCl>[CH3:34][C:31]1([CH3:35])[CH2:30][CH2:29][CH:28]([C:15]2[CH:16]=[C:17]([N:20]3[CH2:25][C@H:24]([CH3:26])[O:23][C@H:22]([CH3:27])[CH2:21]3)[CH:18]=[CH:19][C:14]=2[N:11]2[CH2:10][CH2:9][NH:8][CH2:13][CH2:12]2)[CH2:33][CH2:32]1 |f:3.4.5|. Procedure: To cis-4-[2-(4,4-dimethylcyclohexyl)-4-(2,6-dimethylmorpholin-4-yl)phenyl]piperazine-1-carboxylic acid t-butyl ester (648 mg, 1.33 mmol) produced in Example (61a) was added a mixed solvent of ethyl acetate (5 mL)-dichloromethane (1 mL), followed by stirring at room temperature under a nitrogen atmosphere. A 4N solution of hydrogen chloride in ethyl acetate (5 mL, 20 mmol) was added dropwise thereto, followed by stirring for 17 hours under the same conditions. Saturated aqueous solution of sodium... Starting materials: CCOC(=O)CN(CC1(NC(=O)OCc2ccccc2)CC1)C(=O)OC(C)(C)C, [H-], CCI, [Na+], CN(C)C=O. Product: CCOC(=O)CN(CC1(N(CC)C(=O)OCc2ccccc2)CC1)C(=O)OC(C)(C)C. As a reaction SMILES: [CH2:1]([c:2]1[cH:3][cH:4][cH:5][cH:6][cH:7]1)[O:8][C:9](=[O:10])[NH:11][C:12]1([CH2:15][N:16]([CH2:17][C:18](=[O:19])[O:20][CH2:21][CH3:22])[C:23](=[O:24])[O:25][C:26]([CH3:27])([CH3:28])[CH3:29])[CH2:13][CH2:14]1.[H-:31].[I:32][CH2:33][CH3:34].[Na+:30].[O:35]=[CH:36][N:37]([CH3:38])[CH3:39]>>[CH2:1]([c:2]1[cH:3][cH:4][cH:5][cH:6][cH:7]1)[O:8][C:9](=[O:10])[N:11]([C:12]1([CH2:15][N:16]([CH2:17][C:18](=[O:19])[O:20][CH2:21][CH3:22])[C:23](=[O:24])[O:25][C:26]([CH3:27])([CH3:28])[CH3:29])[CH2:13][CH2:14]1)[CH2:33][CH3:34]. Reactants: [Li]CCCC, CCCCCC, COC=O, C1CCOC1, O=C(Nc1ccccc1)c1ccccn1. The product is O=C1c2ncccc2C(O)N1c1ccccc1. Reaction SMILES: [CH2:16]([Li:17])[CH2:18][CH2:19][CH3:20].[CH3:30][CH2:31][CH2:32][CH2:33][CH2:34][CH3:35].[CH:21](=[O:22])[O:23][CH3:24].[O:25]1[CH2:26][CH2:27][CH2:28][CH2:29]1.[c:1]1([NH:7][C:8](=[O:9])[c:10]2[n:11][cH:12][cH:13][cH:14][cH:15]2)[cH:2][cH:3][cH:4][cH:5][cH:6]1>>[c:1]1([N:7]2[C:8](=[O:9])[c:10]3[n:11][cH:12][cH:13][cH:14][c:15]3[CH:21]2[OH:22])[cH:2][cH:3][cH:4][cH:5][cH:6]1. The reactants are C(C1=CC=CC=C1)OC([C@@H](CC(=O)OCC1=CC=CC=C1)NC(C1=CC=C(C=C1)N1CCC(CC1)C(OC)OC)=O)=O ((2R)-2-{[4-(4-(dimethoxymethyl)piperidin-1-yl)benzoyl]-amino}-butanedioic acid dibenzyl ester), FC(C(=O)O)(F)F (trifluoroacetic acid). Run in C(Cl)Cl (methylene chloride). Reaction conditions: time 1 hour. The product is C(C1=CC=CC=C1)OC([C@@H](CC(=O)OCC1=CC=CC=C1)NC(C1=CC=C(C=C1)N1CCC(CC1)C=O)=O)=O ((2R)-2-{[4-(4-(Formyl)piperidin-1-yl)benzoyl]amino}butanedioic Acid Dibenzyl Ester). Reaction SMILES: [CH2:1]([O:8][C:9](=[O:42])[C@H:10]([NH:22][C:23](=[O:41])[C:24]1[CH:29]=[CH:28][C:27]([N:30]2[CH2:35][CH2:34][CH:33]([CH:36](OC)[O:37]C)[CH2:32][CH2:31]2)=[CH:26][CH:25]=1)[CH2:11][C:12]([O:14][CH2:15][C:16]1[CH:21]=[CH:20][CH:19]=[CH:18][CH:17]=1)=[O:13])[C:2]1[CH:7]=[CH:6][CH:5]=[CH:4][CH:3]=1.FC(F)(F)C(O)=O>C(Cl)Cl>[CH2:1]([O:8][C:9](=[O:42])[C@H:10]([NH:22][C:23](=[O:41])[C:24]1[CH:29]=[CH:28][C:27]([N:30]2[CH2:31][CH2:32][CH:33]([CH:36]=[O:37])[CH2:34][CH2:35]2)=[CH:26][CH:25]=1)[CH2:11][C:12]([O:14][CH2:15][C:16]1[CH:21]=[CH:20][CH:19]=[CH:18][CH:17]=1)=[O:13])[C:2]1[CH:7]=[CH:6][CH:5]=[CH:4][CH:3]=1. Reported procedure: A solution of (2R)-2-{[4-(4-(dimethoxymethyl)piperidin-1-yl)benzoyl]-amino}-butanedioic acid dibenzyl ester (0.215 g, 0.4 mol) in methylene chloride (10 mL) containing trifluoroacetic acid (0.165 mL, 2.0 mmol) was stirred at ambient temperature for 1 hour. The reaction was concentrated in vacuo to give the product which was used directly in the next step. Reactants: ClC(=O)OCC1=CC=CC=C1 (benzyl chloroformate), CCN(C(C)C)C(C)C (DIPEA), C12CC(CC(CC1)N2)=O (8-azabicyclo[3.2.1]octan-3-one). Solvent: C(Cl)Cl (CH2Cl2), C(Cl)Cl (CH2Cl2). Run at time 30 minute. The product is O=C1CC2CCC(C1)N2C(=O)OCC2=CC=CC=C2 (benzyl 3-oxo-8-azabicyclo[3.2.1]octane-8-carboxylate). The yield is 92.6%. RXN SMILES: [CH:1]12[NH:8][CH:5]([CH2:6][CH2:7]1)[CH2:4][C:3](=[O:9])[CH2:2]2.Cl[C:11]([O:13][CH2:14][C:15]1[CH:20]=[CH:19][CH:18]=[CH:17][CH:16]=1)=[O:12].CCN(C(C)C)C(C)C>C(Cl)Cl>[O:9]=[C:3]1[CH2:2][CH:1]2[N:8]([C:11]([O:13][CH2:14][C:15]3[CH:20]=[CH:19][CH:18]=[CH:17][CH:16]=3)=[O:12])[CH:5]([CH2:6][CH2:7]2)[CH2:4]1. Reported procedure: 8-azabicyclo[3.2.1]octan-3-one (5.10 g; 31.55 mmol) was dissolved in CH2Cl2 (50 mL) and treated with benzyl chloroformate (4.29 mL; 5.11 g; 29.98 mmol) DIPEA (16.48 mL; 12.23 g; 94.66 mmol) was added drop-wise (exothermic reaction). The resulting clear solution was allowed to stir at room temperature for 30 min and was subsequently diluted with 100 mL CH2Cl2. The organic phase was washed with 1 N HCl (2×100 mL), dried on Na2SO4 and concentrated to provide the crude product (7.2 g). 1H-NMR (400 M... Reactants: CSCCO, CN(C)C=O, [H-], COC(=O)C(=C1NCCCO1)[N+](=O)[O-], [Na+]. Yields the product O=C(O)C(=C1NCCCO1)[N+](=O)[O-]. As a reaction SMILES: [CH3:1][S:2][CH2:3][CH2:4][OH:5].[CH3:22][N:23]([CH3:24])[CH:25]=[O:26].[H-:6].[N+:8](=[O:9])([O-:10])[C:11]([C:12](=[O:13])[O:14][CH3:15])=[C:16]1[O:17][CH2:18][CH2:19][CH2:20][NH:21]1.[Na+:7]>>[N+:8](=[O:9])([O-:10])[C:11]([C:12](=[O:13])[OH:14])=[C:16]1[O:17][CH2:18][CH2:19][CH2:20][NH:21]1. The reactants are Cl.C(C)OCC (hydrochloric acid diethyl ether), C(C)OCC (diethyl ether), ClC1=C2C=NNC2=CC=C1O[C@H]1CC[C@H](CC1)N (cis-4-[(4-chloro-1H-indazol-5-yl)oxy]cyclohexanamine). Reagents/catalysts: CO (methanol). The solvent is C(C)#N (acetonitrile). Run at time 1 hour. Yields the product Cl.ClC1=C2C=NNC2=CC=C1O[C@H]1CC[C@H](CC1)N (cis-4-[(4-chloro-1H-indazol-5-yl)oxy]cyclohexanamine hydrochloride). Isolated yield 187.5%. As a reaction SMILES: [Cl:1][C:2]1[C:10]([O:11][C@@H:12]2[CH2:17][CH2:16][C@H:15]([NH2:18])[CH2:14][CH2:13]2)=[CH:9][CH:8]=[C:7]2[C:3]=1[CH:4]=[N:5][NH:6]2.Cl.C(OCC)C.C(OCC)C>CO.C(#N)C>[ClH:1].[Cl:1][C:2]1[C:10]([O:11][C@@H:12]2[CH2:13][CH2:14][C@H:15]([NH2:18])[CH2:16][CH2:17]2)=[CH:9][CH:8]=[C:7]2[C:3]=1[CH:4]=[N:5][NH:6]2 |f:1.2,6.7|. Reported procedure: Under a nitrogen atmosphere, methanol (1 drop) was added to a suspension of cis-4-[(4-chloro-1H-indazol-5-yl)oxy]cyclohexanamine (54.2 mg, 0.204 mmol) in acetonitrile (4 ml) at room temperature to effect dissolution, and 1M-hydrochloric acid-diethyl ether (224 μl, 0.224 mmol) was added dropwise thereto. After 1 hour, diethyl ether (10 ml) was added to the reaction suspension and the resulting mixture was filtered. Then, the precipitate was dried under pressure to obtain cis-4-[(4-chloro-1H-indaz...